From a dataset of the Open Reaction Database (ORD), a public repository of structured organic reaction records. describe an organic reaction: reactants, conditions, products, and yield Starting materials: CC(=O)O[BH-](OC(C)=O)OC(C)=O, [Cl-], O=Cc1ccc(Cl)nc1, ClCCCl, [Mg+2], NCCO, [Na+], [Na+], O=S(=O)([O-])[O-], O. The product is OCCNCc1ccc(Cl)nc1. Reaction SMILES: [C:20]([O:21][BH-:22]([O:23][C:24](=[O:25])[CH3:26])[O:27][C:28](=[O:29])[CH3:30])(=[O:31])[CH3:32].[Cl-:35].[Cl:1][c:2]1[cH:3][cH:4][c:5]([CH:8]=[O:9])[cH:6][n:7]1.[Cl:36][CH2:37][CH2:38][Cl:39].[Mg+2:10].[NH2:16][CH2:17][CH2:18][OH:19].[Na+:33].[Na+:34].[O-:11][S:12](=[O:13])(=[O:14])[O-:15].[OH2:40]>>[Cl:1][c:2]1[cH:3][cH:4][c:5]([CH2:8][NH:16][CH2:17][CH2:18][OH:19])[cH:6][n:7]1. Starting materials: 58059949 A2, Cl(CH2)3R, [Na] (sodium), NC1=CC=C(C(=O)[O-])C=C1.[K+] (potassium p-aminobenzoate), ClCCCCl (Cl(CH2)3Cl), NC1=CC=C(C(=O)[O-])C=C1.[Na+] (sodium p-aminobenzoate), 1,3-propanediol bis(p-aminobenzoate). The solvent is CS(=O)C (dimethyl sulfoxide), CN1C(CCC1)=O (N-methylpyrrolidone), CN(C=O)C (dimethyl formamide), CS(=O)C (dimethyl sulfoxide). The product is NC1=CC=C(C(=O)OCCCOC(C2=CC=C(C=C2)N)=O)C=C1 (1,3-propanediol bis(p-aminobenzoate)). Isolated yield 91.5%. As a reaction SMILES: [Na].[NH2:2][C:3]1[CH:11]=[CH:10][C:6]([C:7]([O-:9])=[O:8])=[CH:5][CH:4]=1.[K+].Cl[CH2:14][CH2:15][CH2:16]Cl.[NH2:18][C:19]1[CH:27]=[CH:26][C:22]([C:23]([O-:25])=[O:24])=[CH:21][CH:20]=1.[Na+]>CS(C)=O.CN1CCCC1=O.CN(C)C=O>[NH2:2][C:3]1[CH:11]=[CH:10][C:6]([C:7]([O:9][CH2:14][CH2:15][CH2:16][O:25][C:23](=[O:24])[C:22]2[CH:26]=[CH:27][C:19]([NH2:18])=[CH:20][CH:21]=2)=[O:8])=[CH:5][CH:4]=1 |f:1.2,4.5,^1:0|. Procedure: Japanese Kokai 58059949 A2 discloses the preparation of 1,3-propanediol-bis(p-aminobenzoate) by heating Cl(CH2)3R (R=Cl, Br) with sodium or potassium p-aminobenzoate in an aprotic dipolar solvent, e.g., dimethyl formamide, dimethyl sulfoxide, or N-methylpyrrolidone. Thus, 0.15 mol of Cl(CH2)3Cl was heated with 0.3 mol sodium p-aminobenzoate in dimethyl sulfoxide at 100° for three hours to give 91.5 percent 1,3-propanediol bis(p-aminobenzoate) of 97.4 percent purity as opposed to a 3 percent yiel...